From a dataset of the Open Reaction Database (ORD), a public repository of structured organic reaction records. describe an organic reaction: reactants, conditions, products, and yield Reactants: BrC1=CC=C(C=C1)\C(=C(/CO)\CC)\C ((Z)-3-(4-bromophenyl)-2-ethyl-but-2-en-1-ol), C(C)O[C@H](C(=O)OCC)CC1=CC=C(C=C1)O ((S)-ethyl 2-ethoxy-3-(4-hydroxyphenyl)-propionate). Product: BrC1=CC=C(C=C1)\C(=C(/COC1=CC=C(C=C1)C[C@@H](C(=O)OCC)OCC)\CC)\C ((Z)-(S)-Ethyl 3-{4-[3-(4-Bromophenyl)-2-ethyl-but-2-enyloxy]-phenyl}-2-ethoxy-propionate). Yield: 81.0%. Reaction SMILES: [Br:1][C:2]1[CH:7]=[CH:6][C:5](/[C:8](/[CH3:14])=[C:9](/[CH2:12][CH3:13])\[CH2:10][OH:11])=[CH:4][CH:3]=1.[CH2:15]([O:17][C@@H:18]([CH2:24][C:25]1[CH:30]=[CH:29][C:28](O)=[CH:27][CH:26]=1)[C:19]([O:21][CH2:22][CH3:23])=[O:20])[CH3:16]>>[Br:1][C:2]1[CH:3]=[CH:4][C:5](/[C:8](/[CH3:14])=[C:9](/[CH2:12][CH3:13])\[CH2:10][O:11][C:28]2[CH:27]=[CH:26][C:25]([CH2:24][C@H:18]([O:17][CH2:15][CH3:16])[C:19]([O:21][CH2:22][CH3:23])=[O:20])=[CH:30][CH:29]=2)=[CH:6][CH:7]=1. Procedure details: The title compound (535 mg, 81%) was prepared from (Z)-3-(4-bromophenyl)-2-ethyl-but-2-en-1-ol (prepared as described in example 96b) (355 mg, 1.39 mmol) and (S)-ethyl 2-ethoxy-3-(4-hydroxyphenyl)-propionate (348 mg, 1.46 mmol) by a procedure analogous to that described in example 52c. Starting materials: C(C=C)OC(=O)O[C@H](C)[C@@H]1[C@@H]2N(C(=C([C@@H]2C)CO)C(=O)OCC=C)C1=O (allyl (1S,5R,6S)-6-[(1R)-1-allyloxycarbonyloxyethyl]-2-hydroxymethyl-1-methyl-1-carbapen-2-em-3-carboxylate), C(N)(=O)CC=1N2C(SC1)=CN=C2 (3-carbamoylmethylimidazo[5,1-b]thiazole). Yields the product O[C@H](C)[C@@H]1[C@@H]2N(C(=C([C@@H]2C)CN2C=[N+]3C(SC=C3CC(N)=O)=C2)C(=O)[O-])C1=O ((1S,5R,6S)-6-[(1R)-1-hydroxyethyl]-2-(3-carbamoylmethylimidazo[5,1-b]thiazolium-6-yl)methyl-1-methyl-1-carbapen-2-em-3-carboxylate). Isolated yield 3.9%. RXN SMILES: C(OC([O:7][C@@H:8]([C@H:10]1[C:25](=[O:26])[N:12]2[C:13]([C:19]([O:21]CC=C)=[O:20])=[C:14]([CH2:17]O)[C@H:15]([CH3:16])[C@H:11]12)[CH3:9])=O)C=C.[C:27]([CH2:30][C:31]1[N:32]2[CH:38]=[N:37][CH:36]=[C:33]2[S:34][CH:35]=1)(=[O:29])[NH2:28]>>[OH:7][C@@H:8]([C@H:10]1[C:25](=[O:26])[N:12]2[C:13]([C:19]([O-:21])=[O:20])=[C:14]([CH2:17][N:37]3[CH:36]=[C:33]4[S:34][CH:35]=[C:31]([CH2:30][C:27](=[O:29])[NH2:28])[N+:32]4=[CH:38]3)[C@H:15]([CH3:16])[C@H:11]12)[CH3:9]. Procedure: The same procedure as in Example 1 was repeated except that 95 mg of allyl (1S,5R,6S)-6-[(1R)-1-allyloxycarbonyloxyethyl]-2-hydroxymethyl-1-methyl-1-carbapen-2-em-3-carboxylate and 70 mg of 3-carbamoylmethylimidazo[5,1-b]thiazole were used, thereby obtaining 4.1 mg of the title compound. Reactants: C(C1=CC=CC=C1)[C@H]1C(N([C@H](N1)C(C)(C)C)C)=O ((2S,5S)-5-benzyl-2-tert-butyl-3-methylimidazolidin-4-one), C(\C=C\C1=CC=CC=C1)=O ((E)-cinnamaldehyde), C1(CC(CCC1)=O)=O (1,3-cyclohexanedione), hydrochloride salt. The product is OC1OC=2CCCC(C2[C@@H](C1)C1=CC=CC=C1)=O ((4S)-2-hydroxy-4-phenyl-2,3,4,6,7,8-hexahydro-5H-chromen-5-one). RXN SMILES: [CH:1](=[O:10])/[CH:2]=[CH:3]/[C:4]1[CH:9]=[CH:8][CH:7]=[CH:6][CH:5]=1.[C:11]1(=[O:18])[CH2:16][CH2:15][CH2:14][C:13](=[O:17])[CH2:12]1.C([C@@H]1N[C@H](C(C)(C)C)N(C)C1=O)C1C=CC=CC=1>>[OH:10][CH:1]1[CH2:2][C@@H:3]([C:4]2[CH:9]=[CH:8][CH:7]=[CH:6][CH:5]=2)[C:12]2[C:11](=[O:18])[CH2:16][CH2:15][CH2:14][C:13]=2[O:17]1. Procedure: This example describes a representative Michael addition reaction between (E)-cinnamaldehyde and 1,3-cyclohexanedione, catalyzed by the hydrochloride salt of (1), to provide (4S)-2-hydroxy-4-phenyl-2,3,4,6,7,8-hexahydro-5H-chromen-5-one. Starting materials: [Si](C)(C)(C(C)(C)C)O[C@@H]1C=C2C=C[C@@H]([C@@H]([C@H]2[C@H](C1)O)CC[C@@H]1C[C@H](CC(O1)=O)O[Si](C)(C)C(C)(C)C)C ((4R,6R)-6-{2-[(1S,2S,6S,8S,8aR)-1,2,6,7,8,8a-Hexahydro-6-t-butyldimethylsilyloxy-8-hydroxy-2-methyl-1-naphthyl]ethyl}tetrahydro-4-t-butyldimethylsilyloxy-2H-pyran-2-one), C(C(C)(C)C)(=O)Cl (pivaloyl chloride). Product: [Si](C)(C)(C(C)(C)C)O[C@@H]1C=C2C=C[C@@H]([C@@H]([C@H]2[C@H](C1)OC(C(C)(C)C)=O)CC[C@@H]1C[C@H](CC(O1)=O)O[Si](C)(C)C(C)(C)C)C ((4R,6R)-6-{2-[(1S,2S,6S,8S,8aR)-1,2,6,7,8,8a-Hexahydro-6-t-butyldimethylsilyloxy-8-pivaloyloxy-2-methyl-1-naphthyl]ethyl}tetrahydro-4-t-butyldimethylsilyloxy-2H-pyran-2-one). Isolated yield 46.8%. Reaction SMILES: [Si:1]([O:8][C@H:9]1[CH2:18][C@H:17]([OH:19])[C@H:16]2[C:11]([CH:12]=[CH:13][C@H:14]([CH3:37])[C@@H:15]2[CH2:20][CH2:21][C@H:22]2[O:27][C:26](=[O:28])[CH2:25][C@H:24]([O:29][Si:30]([C:33]([CH3:36])([CH3:35])[CH3:34])([CH3:32])[CH3:31])[CH2:23]2)=[CH:10]1)([C:4]([CH3:7])([CH3:6])[CH3:5])([CH3:3])[CH3:2].[C:38](Cl)(=[O:43])[C:39]([CH3:42])([CH3:41])[CH3:40]>>[Si:1]([O:8][C@H:9]1[CH2:18][C@H:17]([O:19][C:38](=[O:43])[C:39]([CH3:42])([CH3:41])[CH3:40])[C@H:16]2[C:11]([CH:12]=[CH:13][C@H:14]([CH3:37])[C@@H:15]2[CH2:20][CH2:21][C@H:22]2[O:27][C:26](=[O:28])[CH2:25][C@H:24]([O:29][Si:30]([C:33]([CH3:36])([CH3:35])[CH3:34])([CH3:31])[CH3:32])[CH2:23]2)=[CH:10]1)([C:4]([CH3:5])([CH3:6])[CH3:7])([CH3:3])[CH3:2]. Procedure: A procedure similar to that described in Example 4, above, was followed, but using 1.10 g (2.0 mmol) of (4R,6R)-6-{2-[(1S,2S,6S,8S,8aR)-1,2,6,7,8,8a-hexahydro-6-t-butyldimethylsilyloxy-8-hydroxy-2-methyl-1-naphthyl]ethyl}tetrahydro-4-t-butyldimethylsilyloxy-2H-pyran-2-one [prepared as described in Example B, above] and 486 mg (4.0 mmol) of pivaloyl chloride, to provide 594 mg of the title compound. The reactants are CN1CCNCC1, CN1CCCC1=O, NC1CCC(Nc2cc(Nc3cccc(Br)n3)c3ncc(C(=O)Nc4ccncc4F)n3n2)CC1. The product is CN1CCN(c2cccc(Nc3cc(NC4CCC(N)CC4)nn4c(C(=O)Nc5ccncc5F)cnc34)n2)CC1. As a reaction SMILES: [CH3:36][N:37]1[CH2:38][CH2:39][NH:40][CH2:41][CH2:42]1.[CH3:43][N:44]1[CH2:45][CH2:46][CH2:47][C:48]1=[O:49].[NH2:1][CH:2]1[CH2:3][CH2:4][CH:5]([NH:8][c:9]2[cH:10][c:11]([NH:28][c:29]3[n:30][c:31]([Br:35])[cH:32][cH:33][cH:34]3)[c:12]3[n:13]([n:14]2)[c:15]([C:18](=[O:19])[NH:20][c:21]2[c:22]([F:27])[cH:23][n:24][cH:25][cH:26]2)[cH:16][n:17]3)[CH2:6][CH2:7]1>>[NH2:1][CH:2]1[CH2:3][CH2:4][CH:5]([NH:8][c:9]2[cH:10][c:11]([NH:28][c:29]3[n:30][c:31]([N:40]4[CH2:39][CH2:38][N:37]([CH3:36])[CH2:42][CH2:41]4)[cH:32][cH:33][cH:34]3)[c:12]3[n:13]([n:14]2)[c:15]([C:18](=[O:19])[NH:20][c:21]2[c:22]([F:27])[cH:23][n:24][cH:25][cH:26]2)[cH:16][n:17]3)[CH2:6][CH2:7]1. Reactants: COC1=CC=C2C(C(NC2=C1)=O)=O (6-methoxy-isatin), COCCBr (2-bromoethyl methyl ether), Substituted 2-Phenyl-4H-3,1-benzoxazin-4-ones. The product is COC1=CC=C2C(C(N(C2=C1)CCOC)=O)=O (6-methoxy-1-(2-methoxyethyl)-isatin). RXN SMILES: [CH3:1][O:2][C:3]1[CH:11]=[C:10]2[C:6]([C:7](=[O:13])[C:8](=[O:12])[NH:9]2)=[CH:5][CH:4]=1.[CH3:14][O:15][CH2:16][CH2:17]Br>>[CH3:1][O:2][C:3]1[CH:11]=[C:10]2[C:6]([C:7](=[O:13])[C:8](=[O:12])[N:9]2[CH2:17][CH2:16][O:15][CH3:14])=[CH:5][CH:4]=1. Procedure details: The title compound was prepared as a red solid, using 6-methoxy-isatin prepared as described in Pavlidis et al. and 2-bromoethyl methyl ether following Method B. Pavlidis, V. H., et al., The Synthesis of a Novel Series of Substituted 2-Phenyl-4H-3,1-benzoxazin-4-ones, Synthetic Communications, 1994, 24:4, 533-548. NMR (CDCl3): δ 3.35 (s, 3H), 3.65 (t, 2H), 3.87 (s, 3H), 3.94 (t, 2H), 6.64 (d, 1H), 7.58 (t, 1H), 7.79 (d, 1H), 13.93 (br s, 1H).